Dataset: the Open Reaction Database (ORD), a public repository of structured organic reaction records. Task: describe an organic reaction: reactants, conditions, products, and yield The reactants are O (Water), ClC1=NC2=CC=C(C=C2C=C1)O (2-chloro-6-quinolinol), C(C1=CC=CC=C1)Br (benzyl bromide), C([O-])([O-])=O.[Cs+].[Cs+] (cesium carbonate). Solvent: CN(C)C=O (DMF). Run at time 15 minute. The product is C(C1=CC=CC=C1)OC=1C=C2C=CC(=NC2=CC1)Cl (6-(benzyloxy)-2-chloroquinoline). Isolated yield 94.0%. Reaction SMILES: [Cl:1][C:2]1[CH:11]=[CH:10][C:9]2[C:4](=[CH:5][CH:6]=[C:7]([OH:12])[CH:8]=2)[N:3]=1.C(=O)([O-])[O-].[Cs+].[Cs+].[CH2:19](Br)[C:20]1[CH:25]=[CH:24][CH:23]=[CH:22][CH:21]=1.O>CN(C=O)C>[CH2:19]([O:12][C:7]1[CH:8]=[C:9]2[C:4](=[CH:5][CH:6]=1)[N:3]=[C:2]([Cl:1])[CH:11]=[CH:10]2)[C:20]1[CH:25]=[CH:24][CH:23]=[CH:22][CH:21]=1 |f:1.2.3|. Procedure: To a solution of 2-chloro-6-quinolinol 11 (5.45 g) in DMF (100 ml) is added, at 0° C., cesium carbonate (11.9 g). After 15 minutes at 0° C., benzyl bromide (4 ml) is added and the reaction is stirred for 12 h at room temperature. Water (100 ml) is then added and the solid obtained is filtered and washed with pentane. No further purification is needed. 6-(benzyloxy)-2-chloroquinoline 12 is obtained as a powder. Reactants: CC(=O)OC(C)=O, ClCCl, CC(C)(C)OC(=O)N1CCCC(NCc2cc(C(F)(F)F)cc(C(F)(F)F)c2)c2ccc(Br)cc21, c1ccncc1. The product is CC(=O)N(Cc1cc(C(F)(F)F)cc(C(F)(F)F)c1)C1CCCN(C(=O)OC(C)(C)C)c2cc(Br)ccc21. As a reaction SMILES: [CH3:1][C:2](=[O:3])[O:4][C:5](=[O:6])[CH3:7].[Cl:49][CH2:50][Cl:51].[F:8][C:9]([c:10]1[cH:11][c:12]([CH2:13][NH:14][CH:15]2[c:16]3[c:17]([cH:29][c:30]([Br:33])[cH:31][cH:32]3)[N:18]([C:22](=[O:23])[O:24][C:25]([CH3:26])([CH3:27])[CH3:28])[CH2:19][CH2:20][CH2:21]2)[cH:34][c:35]([C:37]([F:38])([F:39])[F:40])[cH:36]1)([F:41])[F:42].[cH:43]1[cH:44][cH:45][n:46][cH:47][cH:48]1>>[CH3:1][C:2](=[O:3])[N:14]([CH2:13][c:12]1[cH:11][c:10]([C:9]([F:8])([F:41])[F:42])[cH:36][c:35]([C:37]([F:38])([F:39])[F:40])[cH:34]1)[CH:15]1[c:16]2[c:17]([cH:29][c:30]([Br:33])[cH:31][cH:32]2)[N:18]([C:22](=[O:23])[O:24][C:25]([CH3:26])([CH3:27])[CH3:28])[CH2:19][CH2:20][CH2:21]1.